Dataset: the Open Reaction Database (ORD), a public repository of structured organic reaction records. Task: describe an organic reaction: reactants, conditions, products, and yield Starting materials: C(C)C1=CC=C(C=C1)C1CC(CN(C1)C(=O)N1CCCC1)C(=O)O (5-(4-Ethylphenyl)-1-(pyrrolidin-1-ylcarbonyl)piperidine-3-carboxylic acid), ON=C(N)C1=CC=CC=C1 (N′-hydroxybenzenecarboximidamide). Product: C(C)C1=CC=C(C=C1)C1CN(CC(C1)C1=NC(=NO1)C1=CC=CC=C1)C(=O)N1CCCC1 (3-(4-Ethylphenyl)-5-(3-phenyl-1,2,4-oxadiazol-5-yl)-1-(pyrrolidin-1-ylcarbonyl)piperidine). RXN SMILES: [CH2:1]([C:3]1[CH:8]=[CH:7][C:6]([CH:9]2[CH2:14][N:13]([C:15]([N:17]3[CH2:21][CH2:20][CH2:19][CH2:18]3)=[O:16])[CH2:12][CH:11]([C:22](O)=[O:23])[CH2:10]2)=[CH:5][CH:4]=1)[CH3:2].O[N:26]=[C:27]([C:29]1[CH:34]=[CH:33][CH:32]=[CH:31][CH:30]=1)[NH2:28]>>[CH2:1]([C:3]1[CH:4]=[CH:5][C:6]([CH:9]2[CH2:10][CH:11]([C:22]3[O:23][N:28]=[C:27]([C:29]4[CH:34]=[CH:33][CH:32]=[CH:31][CH:30]=4)[N:26]=3)[CH2:12][N:13]([C:15]([N:17]3[CH2:21][CH2:20][CH2:19][CH2:18]3)=[O:16])[CH2:14]2)=[CH:7][CH:8]=1)[CH3:2]. Procedure details: 73 mg (0.22 mmol) of 5-(4-ethylphenyl)-1-(pyrrolidin-1-ylcarbonyl)piperidine-3-carboxylic acid (Example 41A) and 33 mg (0.24 mmol, 1.1 eq.) of N′-hydroxybenzenecarboximidamide were reacted according to the General Method 1. Yield: 32 mg (33% of theory)